Dataset: the Open Reaction Database (ORD), a public repository of structured organic reaction records. Task: describe an organic reaction: reactants, conditions, products, and yield Reactants: O=C([O-])O, ClCCl, CC(C)(C)OC(=O)N1CCCN(c2ccc3nnc(C(F)(F)F)n3n2)CC1, [Na+], O=C(O)C(F)(F)F. The product is FC(F)(F)c1nnc2ccc(N3CCCNCC3)nn12. Reaction SMILES: [C:35](=[O:36])([OH:37])[O-:38].[Cl:40][CH2:41][Cl:42].[F:8][C:9]([c:10]1[n:11][n:12][c:13]2[cH:14][cH:15][c:16]([N:19]3[CH2:20][CH2:21][N:22]([C:26]([O:27][C:28]([CH3:29])([CH3:30])[CH3:31])=[O:32])[CH2:23][CH2:24][CH2:25]3)[n:17][n:18]12)([F:33])[F:34].[Na+:39].[OH:1][C:2]([C:3]([F:4])([F:5])[F:6])=[O:7]>>[F:8][C:9]([c:10]1[n:11][n:12][c:13]2[cH:14][cH:15][c:16]([N:19]3[CH2:20][CH2:21][NH:22][CH2:23][CH2:24][CH2:25]3)[n:17][n:18]12)([F:33])[F:34]. Reactants: FC(S(=O)(=O)OC1=CC2=C(C=3C=NN(C3CC2)C2=CC=C(C=C2)CCC)C=C1)(F)F (3-(4-propylphenyl)-4,5-dihydro-3H-benzo[e]indazol-7-yl trifluoromethanesulfonate), C(CCC)[Sn](C=C)(CCCC)CCCC (tributyl(vinyl)stannane), [Cl-].[Li+] (lithium chloride). Reagents/catalysts: C=1C=CC(=CC1)[P](C=2C=CC=CC2)(C=3C=CC=CC3)[Pd]([P](C=4C=CC=CC4)(C=5C=CC=CC5)C=6C=CC=CC6)([P](C=7C=CC=CC7)(C=8C=CC=CC8)C=9C=CC=CC9)[P](C=1C=CC=CC1)(C=1C=CC=CC1)C=1C=CC=CC1 (tetrakis(triphenylphosphine)palladium(0)). Solvent: O1CCOCC1 (dioxane). Reaction conditions: temperature 100 celsius. Yields the product C(CC)C1=CC=C(C=C1)N1N=CC=2C3=C(CCC12)C=C(C=C3)C=C (3-(4-propylphenyl)-7-vinyl-4,5-dihydro-3H-benzo[e]indazole). RXN SMILES: FC(F)(F)S(O[C:7]1[CH:28]=[CH:27][C:10]2[C:11]3[CH:12]=[N:13][N:14]([C:18]4[CH:23]=[CH:22][C:21]([CH2:24][CH2:25][CH3:26])=[CH:20][CH:19]=4)[C:15]=3[CH2:16][CH2:17][C:9]=2[CH:8]=1)(=O)=O.[CH2:31]([Sn](CCCC)(CCCC)C=C)[CH2:32]CC.[Cl-].[Li+]>O1CCOCC1.C1C=CC([P]([Pd]([P](C2C=CC=CC=2)(C2C=CC=CC=2)C2C=CC=CC=2)([P](C2C=CC=CC=2)(C2C=CC=CC=2)C2C=CC=CC=2)[P](C2C=CC=CC=2)(C2C=CC=CC=2)C2C=CC=CC=2)(C2C=CC=CC=2)C2C=CC=CC=2)=CC=1>[CH2:24]([C:21]1[CH:22]=[CH:23][C:18]([N:14]2[C:15]3[CH2:16][CH2:17][C:9]4[CH:8]=[C:7]([CH:31]=[CH2:32])[CH:28]=[CH:27][C:10]=4[C:11]=3[CH:12]=[N:13]2)=[CH:19][CH:20]=1)[CH2:25][CH3:26] |f:2.3,^1:57,59,78,97|. Procedure: To 3-(4-propylphenyl)-4,5-dihydro-3H-benzo[e]indazol-7-yl trifluoromethanesulfonate (Preparation 136D, 240 mg, 0.550 mmol) in dioxane was sequentially added tributyl(vinyl)stannane (0.178 mL, 0.605 mmol), lithium chloride (69.9 mg, 1.650 mmol) and tetrakis(triphenylphosphine)palladium(0) (38.1 mg, 0.033 mmol). Contents were purged with nitrogen gas for 5 min. and heated at 100° C. for 16 h. The reactants are Cl.BrCC1=CC=2C=NC=CC2O1 (2-bromomethylfuro[3,2-c]pyridine hydrochloride), C1=CC=C(C=C1)P(C2=CC=CC=C2)C3=CC=CC=C3 (PPh3). Run in C1CCOC1.CCO (THF EtOH). The product is Cl.[Br-].O1C(=CC=2C=NC=CC21)C[P+](C2=CC=CC=C2)(C2=CC=CC=C2)C2=CC=CC=C2 (Furo[3,2-c]pyridin-2-ylmethyltriphenylphosphonium bromide hydrochloride). Reaction SMILES: [ClH:1].[Br:2][CH2:3][C:4]1[O:12][C:11]2[CH:10]=[CH:9][N:8]=[CH:7][C:6]=2[CH:5]=1.[CH:13]1[CH:18]=[CH:17][C:16]([P:19]([C:26]2[CH:31]=[CH:30][CH:29]=[CH:28][CH:27]=2)[C:20]2[CH:25]=[CH:24][CH:23]=[CH:22][CH:21]=2)=[CH:15][CH:14]=1>C1COCC1.CCO>[ClH:1].[Br-:2].[O:12]1[C:11]2[CH:10]=[CH:9][N:8]=[CH:7][C:6]=2[CH:5]=[C:4]1[CH2:3][P+:19]([C:20]1[CH:21]=[CH:22][CH:23]=[CH:24][CH:25]=1)([C:26]1[CH:31]=[CH:30][CH:29]=[CH:28][CH:27]=1)[C:16]1[CH:15]=[CH:14][CH:13]=[CH:18][CH:17]=1 |f:0.1,3.4,5.6.7|. Procedure: A solution of 2-bromomethylfuro[3,2-c]pyridine hydrochloride (Preparation 5, 2.12 g, 8.5 mmol) and PPh3 (2.24 g, 8.5 mmol) in anhydrous THF-EtOH (1:1, 80 mL) was heated under reflux for 3 d. The solvents were removed under reduced pressure, then the residual solid was triturated with hot THF to furnish the title compound: RT=2.32 min. As a reaction SMILES: [CH2:12]([C:13]#[CH:14])[Br:15].[CH3:16][CH2:17][O:18][C:19](=[O:20])[CH3:21].[CH3:22][N:23]([CH3:24])[CH:25]=[O:26].[CH3:2][S:3][c:4]1[n:5][c:6](=[O:11])[nH:7][cH:8][c:9]1[F:10].[K:1]>>[CH3:2][S:3][c:4]1[n:5][c:6](=[O:11])[n:7]([CH2:14][C:13]#[CH:12])[cH:8][c:9]1[F:10]. Product: C#CCn1cc(F)c(SC)nc1=O. Starting materials: C#CCBr, CCOC(C)=O, CN(C)C=O, CSc1nc(=O)[nH]cc1F, [K]. Starting materials: CN(C)CCOC([C@@H](N)C(C1=CNC2=CC=CC=C12)C)=O (b-methyltryptophan N,N-dimethylaminoethyl ester), N,N-DIMETHYLAMINOETHYL ESTER, Compound 19, C(C)(=O)NC1=CC(C=2C=CC(=NC2C1=O)C=O)=O (7-Acetamido-2-formylquinoline-5,8-dione). The solvent is C1(=CC=CC=C1)OC (anisole). Reaction conditions: temperature 100 celsius. Product: CC(=O)NC1=CC(=O)C=2C=CC(=NC2C1=O)C3=C4C(=CC(=N3)C(=O)OC)C=5C=CC=CC5N4 (7-N-ACETYLDEMETHYLLAVENDAMYCIN METHYL ESTER). As a reaction SMILES: [C:1]([NH:4][C:5]1[C:14](=[O:15])[C:13]2[N:12]=[C:11]([CH:16]=O)[CH:10]=[CH:9][C:8]=2[C:7](=[O:18])[CH:6]=1)(=[O:3])[CH3:2].CN(C[CH2:23][O:24][C:25](=[O:39])[C@H:26]([CH:28](C)[C:29]1[C:37]2[C:32](=[CH:33][CH:34]=[CH:35][CH:36]=2)[NH:31][CH:30]=1)[NH2:27])C>C1(OC)C=CC=CC=1>[CH3:2][C:1]([NH:4][C:5]1[C:14](=[O:15])[C:13]2[N:12]=[C:11]([C:16]3[N:27]=[C:26]([C:25]([O:24][CH3:23])=[O:39])[CH:28]=[C:29]4[C:37]5[CH:36]=[CH:35][CH:34]=[CH:33][C:32]=5[NH:31][C:30]=34)[CH:10]=[CH:9][C:8]=2[C:7](=[O:18])[CH:6]=1)=[O:3]. Procedure details: 7-N-ACETYLLAVENDAMYCIN N,N-DIMETHYLAMINOETHYL ESTER (Compound 19, Table I): 7-Acetamido-2-formylquinoline-5,8-dione (23) (prepared as described in Example 23) (317 mg, 0.13 mmol) was dissolved in 16 ml of dry anisole and heated to 80° C. b-methyltryptophan N,N-dimethylaminoethyl ester (41) (prepared as described in Example 41) (37.5 mg, 0.13 mmol) was added with stirring, and the stirred mixture was heated at 100° C. for 5.5 hr. The reaction mixture was allowed to cool to room temperature and th... Reactants: NC=1N(N=C2N(C(N(C(C21)=O)CCC)=O)CC2=CC=CC=C2)CC(CCCCl)=O (3-Amino-7-benzyl-2-(5-chloro-2-oxopentyl)-5-propylpyrazolo[3,4-d]pyrimidine-4,6(5H,7H)-dione), C[O-].[Na+] (NaOMe). Run in CO (methanol), CO (methanol). Reaction conditions: time 30 minute. The product is C(C1=CC=CC=C1)N1C(N(C(C=2C1=NN1C2NC(=C1)C1CC1)=O)CCC)=O (1-Benzyl-6-cyclopropyl-3-propyl-1,2,3,4-tetrahydro-5H-imidazo[2',1':5,1]pyrazolo[3,4-d]pyrimidine-2,4-dione). Isolated yield 74.7%. RXN SMILES: [NH2:1][C:2]1[N:3]([CH2:23][C:24](=O)[CH2:25][CH2:26][CH2:27]Cl)[N:4]=[C:5]2[C:10]=1[C:9](=[O:11])[N:8]([CH2:12][CH2:13][CH3:14])[C:7](=[O:15])[N:6]2[CH2:16][C:17]1[CH:22]=[CH:21][CH:20]=[CH:19][CH:18]=1.C[O-].[Na+]>CO>[CH2:16]([N:6]1[C:5]2=[N:4][N:3]3[CH:23]=[C:24]([CH:25]4[CH2:27][CH2:26]4)[NH:1][C:2]3=[C:10]2[C:9](=[O:11])[N:8]([CH2:12][CH2:13][CH3:14])[C:7]1=[O:15])[C:17]1[CH:18]=[CH:19][CH:20]=[CH:21][CH:22]=1 |f:1.2|. Reported procedure: 3-Amino-7-benzyl-2-(5-chloro-2-oxopentyl)-5-propylpyrazolo[3,4-d]pyrimidine-4,6(5H,7H)-dione (0.8 g) was suspended in methanol (20 ml). To the suspension was added a solution of 28% NaOMe in methanol (4 ml). The mixture was stirred at room temperature for 30 minutes and then at 60° C. for 3 hours. The reaction solution was concentrated to dryness. The residue was dissolved in methylene chloride, washed with water and concentrated to dryness to obtain crude crystals. Recrystallization from isopro...